From a dataset of the Open Reaction Database (ORD), a public repository of structured organic reaction records. describe an organic reaction: reactants, conditions, products, and yield Reactants: CO, Cl, COC(=O)C1CCCC1C(=O)c1ccc(-c2ccc(NC=O)c(F)c2)cc1. The product is COC(=O)C1CCCC1C(=O)c1ccc(-c2ccc(N)c(F)c2)cc1. Reaction SMILES: [CH3:29][OH:30].[ClH:28].[F:1][c:2]1[cH:3][c:4](-[c:11]2[cH:12][cH:13][c:14]([C:17](=[O:18])[CH:19]3[CH:20]([C:24](=[O:25])[O:26][CH3:27])[CH2:21][CH2:22][CH2:23]3)[cH:15][cH:16]2)[cH:5][cH:6][c:7]1[NH:8][CH:9]=[O:10]>>[F:1][c:2]1[cH:3][c:4](-[c:11]2[cH:12][cH:13][c:14]([C:17](=[O:18])[CH:19]3[CH:20]([C:24](=[O:25])[O:26][CH3:27])[CH2:21][CH2:22][CH2:23]3)[cH:15][cH:16]2)[cH:5][cH:6][c:7]1[NH2:8].